This data is from the Open Reaction Database (ORD), a public repository of structured organic reaction records. The task is: describe an organic reaction: reactants, conditions, products, and yield Starting materials: O=C(O)c1ccc(Br)c(F)c1, Cn1nccc1B1OCC(C)(C)CO1, [K+], [K+], O=C([O-])[O-], C1COCCO1, O. The product is Cn1nccc1-c1ccc(C(=O)O)cc1F. Reaction SMILES: [Br:1][c:2]1[c:3]([F:11])[cH:4][c:5]([C:6](=[O:7])[OH:8])[cH:9][cH:10]1.[CH3:18][C:19]1([CH3:20])[CH2:21][O:22][B:23]([c:25]2[cH:26][cH:27][n:28][n:29]2[CH3:30])[O:24][CH2:31]1.[K+:12].[K+:13].[O-:14][C:15]([O-:16])=[O:17].[O:32]1[CH2:33][CH2:34][O:35][CH2:36][CH2:37]1.[OH2:38]>>[c:2]1(-[c:25]2[cH:26][cH:27][n:28][n:29]2[CH3:30])[c:3]([F:11])[cH:4][c:5]([C:6](=[O:7])[OH:8])[cH:9][cH:10]1. The reactants are CC(=O)O[BH-](OC(C)=O)OC(C)=O, COC(=O)C(C)N, O=Cc1ccccc1, ClCCl, Cl, [Na+]. Product: COC(=O)C(C)NCc1ccccc1. RXN SMILES: [C:17]([O:18][BH-:19]([O:20][C:21](=[O:22])[CH3:23])[O:24][C:25](=[O:26])[CH3:27])(=[O:28])[CH3:29].[CH3:10][O:11][C:12]([CH:13]([NH2:14])[CH3:15])=[O:16].[CH:1](=[O:2])[c:3]1[cH:4][cH:5][cH:6][cH:7][cH:8]1.[Cl:31][CH2:32][Cl:33].[ClH:9].[Na+:30]>>[CH2:1]([c:3]1[cH:4][cH:5][cH:6][cH:7][cH:8]1)[NH:14][CH:13]([C:12]([O:11][CH3:10])=[O:16])[CH3:15].